From a dataset of the Open Reaction Database (ORD), a public repository of structured organic reaction records. describe an organic reaction: reactants, conditions, products, and yield Starting materials: CC(=O)OC(C)=O, CC(=O)[O-], NCC(=O)c1ccc([N+](=O)[O-])nc1, [Na+], O. The product is CC(=O)NCC(=O)c1ccc([N+](=O)[O-])nc1. As a reaction SMILES: [CH3:1][C:2]([O:3][C:5]([CH3:6])=[O:7])=[O:4].[CH3:9][C:10](=[O:11])[O-:12].[NH2:13][CH2:14][C:15](=[O:16])[c:17]1[cH:18][n:19][c:20]([N+:23](=[O:24])[O-:25])[cH:21][cH:22]1.[Na+:8].[OH2:26]>>[C:5]([CH3:6])(=[O:7])[NH:13][CH2:14][C:15](=[O:16])[c:17]1[cH:18][n:19][c:20]([N+:23](=[O:24])[O-:25])[cH:21][cH:22]1. Reactants: ClC=1C2=C(N=CN1)C=C([Se]2)C(C)(C)C (4-chloro-6-(tert-butyl)selenopheno[3,2-d]pyrimidine), NC1=C([Se]C(=C1)C(C)(C)C)C(=O)N (3-amino-5-tert-butylselenophene-2-carboxamide), CN(C)C=O.[OH-].[Na+] (DMF NaOH). Yields the product C(C)(C)(C)C1=CC=2N=CN=C(C2[Se]1)NC1=C([Se]C(=C1)C(C)(C)C)C(=O)N (3-(6-tert-Butylselenopheno[3,2-d]pyrimidin-4-ylamino)-5-tert-butylselenophene-2-carboxamide). Reaction SMILES: Cl[C:2]1[C:3]2[Se:10][C:9]([C:11]([CH3:14])([CH3:13])[CH3:12])=[CH:8][C:4]=2[N:5]=[CH:6][N:7]=1.[NH2:15][C:16]1[CH:20]=[C:19]([C:21]([CH3:24])([CH3:23])[CH3:22])[Se:18][C:17]=1[C:25]([NH2:27])=[O:26].CN(C=O)C.[OH-].[Na+]>>[C:11]([C:9]1[Se:10][C:3]2[C:2]([NH:15][C:16]3[CH:20]=[C:19]([C:21]([CH3:24])([CH3:22])[CH3:23])[Se:18][C:17]=3[C:25]([NH2:27])=[O:26])=[N:7][CH:6]=[N:5][C:4]=2[CH:8]=1)([CH3:14])([CH3:13])[CH3:12] |f:2.3.4|. Procedure: The reaction of 4-chloro-6-(tert-butyl)selenopheno[3,2-d]pyrimidine with 3-amino-5-tert-butylselenophene-2-carboxamide in the presence of DMF/NaOH as described in Example 1 gave title compound as a white color solid, mp 260-262° C. IR (KBr) vmax 3439, 3173, 2960, 1666, 1605, 1564, 1503, 1458, 1381, 1330, 1244, 1086, 1038, 848, 773 cm−1; 1H NMR (400 MHz, CDCl3): δ 11.32 (1H, s, exchangeable with D2O), 8.75 (1H, s), 8.73 (1H, s), 7.37 (1H, s), 5.34 (2H, br s, exchangeable with D2O), 1.47 (9H, s), ... Starting materials: C(C)(C)(C)OC(C(C)(C)SC=1SC=C(N1)CCOC1=CC=C(C=C1)C1=CC=C(C=C1)F)=O (2-[(4-{2-[(4′-fluorobiphenyl-4-yl)oxy]ethyl}-1,3-thiazol-2-yl)thio]-2-methylpropionic acid tert-butyl ester), FC(C(=O)O)(F)F (trifluoroacetic acid). The solvent is ClCCl (dichloromethane). Conditions: time 12 hour. Yields the product FC1=CC=C(C=C1)C1=CC=C(C=C1)OCCC=1N=C(SC1)SC(C(=O)O)(C)C (2-[(4-{2-[(4′-fluorobiphenyl-4-yl)oxy]ethyl}-1,3-thiazol-2-yl)thio]-2-methylpropionic acid). Isolated yield 94.7%. As a reaction SMILES: C([O:5][C:6](=[O:32])[C:7]([S:10][C:11]1[S:12][CH:13]=[C:14]([CH2:16][CH2:17][O:18][C:19]2[CH:24]=[CH:23][C:22]([C:25]3[CH:30]=[CH:29][C:28]([F:31])=[CH:27][CH:26]=3)=[CH:21][CH:20]=2)[N:15]=1)([CH3:9])[CH3:8])(C)(C)C.FC(F)(F)C(O)=O>ClCCl>[F:31][C:28]1[CH:29]=[CH:30][C:25]([C:22]2[CH:21]=[CH:20][C:19]([O:18][CH2:17][CH2:16][C:14]3[N:15]=[C:11]([S:10][C:7]([CH3:9])([CH3:8])[C:6]([OH:32])=[O:5])[S:12][CH:13]=3)=[CH:24][CH:23]=2)=[CH:26][CH:27]=1. Reported procedure: 2-[(4-{2-[(4′-Fluorobiphenyl-4-yl)oxy]ethyl}-1,3-thiazol-2-yl)thio]-2-methylpropionic acid tert-butyl ester (351 mg) obtained in Example 34-1 was dissolved in dichloromethane (2 ml), trifluoroacetic acid (1 ml) was added, and the mixture was stirred at room temperature for 12 hr. The reaction mixture was concentrated under reduced pressure, and the residue was purified by silica gel chromatography (elution solvent; hexane:ethyl acetate=1:1) to give the title compound (293 mg) as a white solid. Reactants: FC1=NC(=C(C(=C1F)OCC(F)(F)F)F)F (2,3,5,6-tetrafluoro-4-(2,2,2-trifluoroethoxy)pyridine), FC1=NC(=C(C(=C1F)OC(CF)CF)F)F (2,3,5,6-tetrafluoro-4-(1,3-difluoroprop-2-oxy)pyridine). Product: COC1=C(C(=NC(=C1F)F)F)F (4-Methoxy-2,3,5,6-tetrafluoropyridine). Reaction SMILES: [F:1][C:2]1[C:7]([F:8])=[C:6]([O:9][CH2:10]C(F)(F)F)[C:5]([F:15])=[C:4]([F:16])[N:3]=1.FC1C(F)=C(OC(CF)CF)C(F)=C(F)N=1>>[CH3:10][O:9][C:6]1[C:7]([F:8])=[C:2]([F:1])[N:3]=[C:4]([F:16])[C:5]=1[F:15]. Reported procedure: In a similar manner, the following compounds were made: 2,3,5,6-tetrafluoro-4-(2,2,2-trifluoroethoxy)pyridine; and 2,3,5,6-tetrafluoro-4-(1,3-difluoroprop-2-oxy)pyridine. Starting materials: C(C)O\C=C(\C(=O)OCC)/C(C(F)(F)F)=O ((E)-ethyl 2-(ethoxymethylene)-4,4,4-trifluoro-3-oxobutanoate), C(C)(C)N(CC)C(C)C (diisopropylethylamine), F.FC=1C=CC(=NC1)NN (5-fluoro-2-hydrazinylpyridine, hydrofluoride). Solvent: C(C)O (ethanol), C(C)O (ethanol). Reaction conditions: temperature 80 celsius. Product: FC=1C=CC(=NC1)N1N=CC(=C1C(F)(F)F)C(=O)OCC (ethyl 1-(5-fluoropyridin-2-yl)-5-(trifluoromethyl)-1H-pyrazole-4-carboxylate). The yield is 29.7%. As a reaction SMILES: C(O/[CH:4]=[C:5](\[C:11](=O)[C:12]([F:15])([F:14])[F:13])/[C:6]([O:8][CH2:9][CH3:10])=[O:7])C.C(N(C(C)C)CC)(C)C.F.[F:27][C:28]1[CH:29]=[CH:30][C:31]([NH:34][NH2:35])=[N:32][CH:33]=1>C(O)C>[F:27][C:28]1[CH:29]=[CH:30][C:31]([N:34]2[C:11]([C:12]([F:13])([F:14])[F:15])=[C:5]([C:6]([O:8][CH2:9][CH3:10])=[O:7])[CH:4]=[N:35]2)=[N:32][CH:33]=1 |f:2.3|. Procedure details: To (E)-ethyl 2-(ethoxymethylene)-4,4,4-trifluoro-3-oxobutanoate (0.441 g, 1.835 mmol) in ethanol (2 mL) was added diisopropylethylamine (0.427 mL, 2.447 mmol) followed by 5-fluoro-2-hydrazinylpyridine, hydrofluoride (0.3 g, 2.039 mmol) dissolved in 1 mL of ethanol (slightly exothermic). The reaction mixture was heated at 80° C. for 1 h. The reaction mixture was concentrated under reduced pressure, dissolved in dichloromethane (2 mL) and subjected to column chromatography using an ISCO setup (40 ... Starting materials: S(O)(O)(=O)=O (sulfuric acid), N(=O)[O-].[Na+] (sodium nitrite), C1(=CC=CC2=CC=CC=C12)CC#N (2-(1-naphthyl)acetonitrile), [OH-].[Na+] (sodium hydroxide), N(=O)OC (methyl nitrite). Solvent: O (water), CO (methanol), CO (methanol), O (water). Reaction conditions: time 4 hour. Yields the product ON=C(C#N)C1=CC=CC2=CC=CC=C12 (2-hydroxyimino-2-(1-naphthyl)acetonitrile). RXN SMILES: [C:1]1([CH2:11][C:12]#[N:13])[C:10]2[C:5](=[CH:6][CH:7]=[CH:8][CH:9]=2)[CH:4]=[CH:3][CH:2]=1.[OH-].[Na+].[N:16](OC)=[O:17].S(=O)(=O)(O)O.N([O-])=O.[Na+]>CO.O>[OH:17][N:16]=[C:11]([C:1]1[C:10]2[C:5](=[CH:6][CH:7]=[CH:8][CH:9]=2)[CH:4]=[CH:3][CH:2]=1)[C:12]#[N:13] |f:1.2,5.6|. Reported procedure: 2-(1-naphthyl)acetonitrile (16.7 g.) was added to a solution of sodium hydroxide (4.2 g.) in methanol (80 ml.). To the mixture was introduced under ice-cooling gaseous methyl nitrite which was prepared by adding a solution of conc sulfuric acid (5 ml.) in water (10 ml.) to a solution of sodium nitrite (8.3 g.) in a mixture of methanol (5.5 ml.) and water (5 ml.). The mixture was stirred for 4 hours at the same temperature and the reaction mixture was treated by conventional method to give 2-hydr...